From a dataset of the Open Reaction Database (ORD), a public repository of structured organic reaction records. describe an organic reaction: reactants, conditions, products, and yield Starting materials: O=C=Nc1c(Cl)cccc1Cl, Nc1ccncc1, C1CCOC1. Yields the product O=C(Nc1ccncc1)Nc1c(Cl)cccc1Cl. As a reaction SMILES: [Cl:8][c:9]1[c:10]([N:16]=[C:17]=[O:18])[c:11]([Cl:15])[cH:12][cH:13][cH:14]1.[NH2:1][c:2]1[cH:3][cH:4][n:5][cH:6][cH:7]1.[O:19]1[CH2:20][CH2:21][CH2:22][CH2:23]1>>[NH:1]([c:2]1[cH:3][cH:4][n:5][cH:6][cH:7]1)[C:17]([NH:16][c:10]1[c:9]([Cl:8])[cH:14][cH:13][cH:12][c:11]1[Cl:15])=[O:18]. Starting materials: CN(C)CCCOc1ccc(-c2nc(-c3ccc4c(c3)CCC4=O)c(-c3ccncc3)[nH]2)cc1, CCO, NO. Yields the product CN(C)CCCOc1ccc(-c2nc(-c3ccc4c(c3)CCC4=NO)c(-c3ccncc3)[nH]2)cc1. RXN SMILES: [CH3:1][N:2]([CH2:3][CH2:4][CH2:5][O:6][c:7]1[cH:8][cH:9][c:10](-[c:13]2[nH:14][c:15](-[c:28]3[cH:29][cH:30][n:31][cH:32][cH:33]3)[c:16](-[c:18]3[cH:19][c:20]4[c:24]([cH:25][cH:26]3)[C:23](=[O:27])[CH2:22][CH2:21]4)[n:17]2)[cH:11][cH:12]1)[CH3:34].[CH3:37][CH2:38][OH:39].[NH2:35][OH:36]>>[CH3:1][N:2]([CH2:3][CH2:4][CH2:5][O:6][c:7]1[cH:8][cH:9][c:10](-[c:13]2[nH:14][c:15](-[c:28]3[cH:29][cH:30][n:31][cH:32][cH:33]3)[c:16](-[c:18]3[cH:19][c:20]4[c:24]([cH:25][cH:26]3)[C:23](=[N:35][OH:36])[CH2:22][CH2:21]4)[n:17]2)[cH:11][cH:12]1)[CH3:34]. Starting materials: C1CCC2=NCCCN2CC1 (DBU), compound, CCOC(=O)C (EtOAc), C(C)OC(C(C(C)(C)C)=NN(C(CC(=O)OCC)=O)C1CCCCC1)=O (Ethyl-2-{cyclohexyl[3-(ethyloxy)-3-oxopropanoyl]hydrazono}-3,3-dimethylbutanoate), C(C)C(C(=O)Cl)C(=O)Cl (ethyl malonyl chloride), Cl (HCl). The solvent is O1CCCC1 (Tetrahydrofuran), O (H2O). Conditions: time 10 minute. Yields the product C1(CCCCC1)N1N=C(C(=C(C1=O)C(=O)NCC(=O)O)O)C(C)(C)C (N-{[2-Cyclohexyl-6-(1,1-dimethylethyl)-5-hydroxy-3-oxo-2,3-dihydro-4-pyridazinyl]carbonyl}glycine). RXN SMILES: C(O[C:4](=[O:26])[C:5](=[N:10][N:11]([CH:20]1[CH2:25][CH2:24][CH2:23][CH2:22][CH2:21]1)[C:12](=[O:19])[CH2:13][C:14]([O:16]CC)=O)[C:6]([CH3:9])([CH3:8])[CH3:7])C.C1CCN2C(=[N:31]CCC2)CC1.C(C(C(Cl)=O)C(Cl)=O)C.Cl.CC[O:50][C:51]([CH3:53])=[O:52]>O1CCCC1.O>[CH:20]1([N:11]2[C:12](=[O:19])[C:13]([C:14]([NH:31][CH2:53][C:51]([OH:50])=[O:52])=[O:16])=[C:4]([OH:26])[C:5]([C:6]([CH3:9])([CH3:8])[CH3:7])=[N:10]2)[CH2:21][CH2:22][CH2:23][CH2:24][CH2:25]1. Procedure details: Ethyl-2-{cyclohexyl[3-(ethyloxy)-3-oxopropanoyl]hydrazono}-3,3-dimethylbutanoate. DBU (0.21 ml, 1.393 mmol) was added to a solution of the compound from example 99a) (0.323 g, 1.270 mmol) in Tetrahydrofuran (THF) (1 ml) at 0° C. The reaction was brought to room temperature and stirred for 10 minutes. The temperature was then reduced to 0° C. and ethyl malonyl chloride (0.19 ml, 1.410 mmol) was added. The reaction stirred for 2.5 h at room temperature followed by the addition of 1N HCl. The solut... Reactants: BrC(Br)(Br)Br, CC(=O)OCC=C(C)COC1CCCCO1, ClCCl, c1ccc(P(c2ccccc2)c2ccccc2)cc1. The product is CC(=O)OCC=C(C)CBr. Reaction SMILES: [Br:17][C:18]([Br:19])([Br:20])[Br:21].[C:1]([CH3:2])(=[O:3])[O:4][CH2:5][CH:6]=[C:7]([CH2:8][O:9][CH:10]1[CH2:11][CH2:12][CH2:13][CH2:14][O:15]1)[CH3:16].[Cl:41][CH2:42][Cl:43].[c:22]1([P:23]([c:24]2[cH:25][cH:26][cH:27][cH:28][cH:29]2)[c:30]2[cH:31][cH:32][cH:33][cH:34][cH:35]2)[cH:36][cH:37][cH:38][cH:39][cH:40]1>>[C:1]([CH3:2])(=[O:3])[O:4][CH2:5][CH:6]=[C:7]([CH2:8][Br:17])[CH3:16]. Starting materials: O=C1CCC(=O)N1Br, CCOC(=O)c1c(C)cccc1O[Si](C)(C)C(C)(C)C, N#CC1(N=NC2(C#N)CCCCC2)CCCCC1. Product: CCOC(=O)c1c(CBr)cccc1O[Si](C)(C)C(C)(C)C. As a reaction SMILES: [Br:21][N:22]1[C:23](=[O:24])[CH2:25][CH2:26][C:27]1=[O:28].[CH2:1]([CH3:2])[O:3][C:4]([c:5]1[c:6]([O:12][Si:13]([CH3:14])([CH3:15])[C:16]([CH3:17])([CH3:18])[CH3:19])[cH:7][cH:8][cH:9][c:10]1[CH3:11])=[O:20].[N:29]([C:30]1([C:31]#[N:32])[CH2:33][CH2:34][CH2:35][CH2:36][CH2:37]1)=[N:38][C:39]1([C:40]#[N:41])[CH2:42][CH2:43][CH2:44][CH2:45][CH2:46]1>>[CH2:1]([CH3:2])[O:3][C:4]([c:5]1[c:6]([O:12][Si:13]([CH3:14])([CH3:15])[C:16]([CH3:17])([CH3:18])[CH3:19])[cH:7][cH:8][cH:9][c:10]1[CH2:11][Br:21])=[O:20]. The reactants are O (water), N1=CC=CC=C1 (pyridine), COC(=O)CCC(=O)Cl (β-methoxycarbonylpropionyl chloride), C1(=CC=CC=C1)C=1C=C2C=CC=CN2C1 (2-phenylindolizine). The solvent is C1=CC=CC=C1 (benzene). The product is C1(=CC=CC=C1)C=1C=C2C=CC=CN2C1C(CCC(=O)O)=O (4-(2-phenyl-3-indolizinyl)-4-oxobutyric acid). The yield is 53.6%. Reaction SMILES: [C:1]1([C:7]2[CH:8]=[C:9]3[N:14]([CH:15]=2)[CH:13]=[CH:12][CH:11]=[CH:10]3)[CH:6]=[CH:5][CH:4]=[CH:3][CH:2]=1.N1C=CC=CC=1.C[O:23][C:24]([CH2:26][CH2:27][C:28](Cl)=[O:29])=[O:25].O>C1C=CC=CC=1>[C:1]1([C:7]2[CH:8]=[C:9]3[N:14]([C:15]=2[C:28](=[O:29])[CH2:27][CH2:26][C:24]([OH:25])=[O:23])[CH:13]=[CH:12][CH:11]=[CH:10]3)[CH:6]=[CH:5][CH:4]=[CH:3][CH:2]=1. Procedure: To a suspension of 10.2 g of 2-phenylindolizine in 150 ml of benzene were added 6 ml of pyridine and 9.6 g of β-methoxycarbonylpropionyl chloride and the mixture was refluxed overnight. After cooling, 50 ml of water was added and the whole mixture was extracted with benzene. After the extract was decolorized and concentrated, to the residue was added 30 ml of isopropyl ether and the mixture was cooled to precipitate methyl 4-(2-phenyl-3-indolizinyl)-4-oxobutyrate. The precipitate was filtered of...